Dataset: the Open Reaction Database (ORD), a public repository of structured organic reaction records. Task: describe an organic reaction: reactants, conditions, products, and yield Reactants: C(C)OC(=O)N1CCN(CC1)C([C@H](CCC(=O)OC(C)(C)C)NC(=O)C1=NN(C(=C1)OCC(=O)O)C1=CC(=CC=C1)F)=O (4-((S)-4-tert-Butoxycarbonyl-2-{[5-carboxymethoxy-1-(3-fluoro-phenyl)-1H-pyrazole-3-carbonyl]-amino}-butyryl)-piperazine-1-carboxylic acid ethyl ester), C=1C=CC2=C(C1)N=NN2O (HOBt), CCN(C(C)C)C(C)C (DIPEA), Cl.C(C1=CC=CC=C1)OC([C@H]1NCCC1)=O (L-proline benzyl ester hydrochloride). Run in C(C)(=O)OCC (ethyl acetate), C(CCl)Cl (EDC), CN(C)C=O (DMF). Run at time 12 hour. Yields the product C(C)OC(=O)N1CCN(CC1)C([C@H](CCC(=O)OC(C)(C)C)NC(=O)C1=NN(C(=C1)OCC(=O)N1[C@@H](CCC1)C(=O)OCC1=CC=CC=C1)C1=CC(=CC=C1)F)=O (4-((S)-2-{[5-[2-((S)-2-Benzyloxycarbonyl-pyrrolidin-1-yl)-2-oxo-ethoxy]-1-(3-fluoro-phenyl)-1H-pyrazole-3-carbonyl]-amino}-4-tert-butoxycarbonyl-butyryl)-piperazine-1-carboxylic acid ethyl ester). Reaction SMILES: [CH2:1]([O:3][C:4]([N:6]1[CH2:11][CH2:10][N:9]([C:12](=[O:43])[C@@H:13]([NH:23][C:24]([C:26]2[CH:30]=[C:29]([O:31][CH2:32][C:33](O)=[O:34])[N:28]([C:36]3[CH:41]=[CH:40][CH:39]=[C:38]([F:42])[CH:37]=3)[N:27]=2)=[O:25])[CH2:14][CH2:15][C:16]([O:18][C:19]([CH3:22])([CH3:21])[CH3:20])=[O:17])[CH2:8][CH2:7]1)=[O:5])[CH3:2].C1C=CC2N(O)N=NC=2C=1.CCN(C(C)C)C(C)C.Cl.[CH2:64]([O:71][C:72](=[O:78])[C@@H:73]1[CH2:77][CH2:76][CH2:75][NH:74]1)[C:65]1[CH:70]=[CH:69][CH:68]=[CH:67][CH:66]=1>CN(C=O)C.C(OCC)(=O)C.C(Cl)CCl>[CH2:1]([O:3][C:4]([N:6]1[CH2:7][CH2:8][N:9]([C:12](=[O:43])[C@@H:13]([NH:23][C:24]([C:26]2[CH:30]=[C:29]([O:31][CH2:32][C:33]([N:74]3[CH2:75][CH2:76][CH2:77][C@H:73]3[C:72]([O:71][CH2:64][C:65]3[CH:66]=[CH:67][CH:68]=[CH:69][CH:70]=3)=[O:78])=[O:34])[N:28]([C:36]3[CH:41]=[CH:40][CH:39]=[C:38]([F:42])[CH:37]=3)[N:27]=2)=[O:25])[CH2:14][CH2:15][C:16]([O:18][C:19]([CH3:22])([CH3:21])[CH3:20])=[O:17])[CH2:10][CH2:11]1)=[O:5])[CH3:2] |f:3.4|. Procedure details: To a solution of 2.000 g 4-((S)-4-tert-Butoxycarbonyl-2-{[5-carboxymethoxy-1-(3-fluoro-phenyl)-1H-pyrazole-3-carbonyl]-amino}-butyryl)-piperazine-1-carboxylic acid ethyl ester in 20 ml DMF were added 0.506 g HOBt, 1.2 ml DIPEA and 0.798 g L-proline benzyl ester hydrochloride at RT. Then 0.633 g EDC was added portionwise and the suspension stirred at RT for 12 h. The reaction mixture was diluted with ethyl acetate and subsequently extracted with aqueous LiCl (4% w/w), 0.1 M HCl and aqueous NaHCO3...